Dataset: the Open Reaction Database (ORD), a public repository of structured organic reaction records. Task: describe an organic reaction: reactants, conditions, products, and yield Reactants: C(C=C)[C@@]1(CCN(C(O1)=O)[C@@H]1CNCCC1)C1=CC=C(C=C1)F ((R)-6-allyl-6-(4-fluorophenyl)-3-((S)-piperidin-3-yl)-1,3-oxazinan-2-one), C(C1=CC=CC=C1)Br (benzyl bromide), C(=O)([O-])[O-].[K+].[K+] (K2CO3). Run in CN(C)C=O (DMF). Run at temperature 80 celsius. The product is C(C=C)[C@@]1(CCN(C(O1)=O)[C@@H]1CN(CCC1)CC1=CC=CC=C1)C1=CC=C(C=C1)F ((R)-6-allyl-3-((S)-1-benzylpiperidin-3-yl)-6-(4-fluorophenyl)-1,3-oxazinan-2-one). Yield: 13.2%. As a reaction SMILES: [CH2:1]([C@@:4]1([C:17]2[CH:22]=[CH:21][C:20]([F:23])=[CH:19][CH:18]=2)[O:9][C:8](=[O:10])[N:7]([C@H:11]2[CH2:16][CH2:15][CH2:14][NH:13][CH2:12]2)[CH2:6][CH2:5]1)[CH:2]=[CH2:3].[CH2:24](Br)[C:25]1[CH:30]=[CH:29][CH:28]=[CH:27][CH:26]=1.C([O-])([O-])=O.[K+].[K+]>CN(C=O)C>[CH2:1]([C@@:4]1([C:17]2[CH:22]=[CH:21][C:20]([F:23])=[CH:19][CH:18]=2)[O:9][C:8](=[O:10])[N:7]([C@H:11]2[CH2:16][CH2:15][CH2:14][N:13]([CH2:24][C:25]3[CH:30]=[CH:29][CH:28]=[CH:27][CH:26]=3)[CH2:12]2)[CH2:6][CH2:5]1)[CH:2]=[CH2:3] |f:2.3.4|. Reported procedure: To a solution of (R)-6-allyl-6-(4-fluorophenyl)-3-((S)-piperidin-3-yl)-1,3-oxazinan-2-one (530 mg, 1.67 mmol) in DMF (10 mL) was added benzyl bromide (573 mg, 3.35 mmol) and K2CO3 (924 mg, 6.7 mmol), and the mixture was heated to 80° C. for 5 hours. The reaction was quenched by H2O. The layers were separated, and the aqueous phase was extracted with CH2Cl2. The combined organic layer was dried over Na2SO4 and concentrated. The residue was purified by preparative TLC to give (R)-6-allyl-3-((S)-1-...